Dataset: the Open Reaction Database (ORD), a public repository of structured organic reaction records. Task: describe an organic reaction: reactants, conditions, products, and yield The reactants are C(O)C(CC)(CO)CO (trimethylolpropane), C1(CCCCCO1)=O (epsilon-caprolactone). Reagents/catalysts: CCCC[O-].CCCC[O-].CCCC[O-].CCCC[O-].[Ti+4] (tetrabutyl titanate). Reaction conditions: temperature 180 celsius. Yields the product C(O)C(CC)(CO)CO.C1(CCCCCO1)=O (trimethylolpropane epsilon-caprolactone). RXN SMILES: [CH2:1]([C:3]([CH2:8][OH:9])([CH2:6][OH:7])[CH2:4][CH3:5])[OH:2].[C:10]1(=[O:17])[O:16][CH2:15][CH2:14][CH2:13][CH2:12][CH2:11]1>CCCC[O-].CCCC[O-].CCCC[O-].CCCC[O-].[Ti+4]>[CH2:1]([C:3]([CH2:8][OH:9])([CH2:6][OH:7])[CH2:4][CH3:5])[OH:2].[C:10]1(=[O:17])[O:16][CH2:15][CH2:14][CH2:13][CH2:12][CH2:11]1 |f:2.3.4.5.6,7.8|. Reported procedure: The same reactor as used in Referential Example 1 was charged with 134 parts (1 mole) of trimethylolpropane, 684 parts (6 moles) of epsilon-caprolactone and 0.04 part of tetrabutyl titanate, and the temperature of the mixture was raised to 180° C. in an atmosphere of nitrogen. The mixture was maintained at this temperature for 6 hours to give a 1:6 (by mole) trimethylolpropane/epsilon-caprolactone adduct. The temperature was then lowered to 90° C., and 936 parts of tetraethyl silicate (the equiv... Starting materials: mixture, C1OCCC12CCC(CC2)=O (2-oxaspiro[4.5]decan-8-one), O (water), [BH4-].[Na+] (sodium borohydride). The solvent is C(C)O (ethanol). Reaction conditions: time 4 hour. Product: C1OCCC12CCC(CC2)O (2Oxaspiro[4.5]decan-8-ol). RXN SMILES: [CH2:1]1[C:5]2([CH2:10][CH2:9][C:8](=[O:11])[CH2:7][CH2:6]2)[CH2:4][CH2:3][O:2]1.[BH4-].[Na+].O>C(O)C>[CH2:1]1[C:5]2([CH2:10][CH2:9][CH:8]([OH:11])[CH2:7][CH2:6]2)[CH2:4][CH2:3][O:2]1 |f:1.2|. Procedure: A mixture of 2-oxaspiro[4.5]decan-8-one (46.4 g., 0.3 mole) from Part C above in 1.5 liters of absolute ethanol was stirred under N2 atmosphere while sodium borohydride was added in 1-1.5-g. portions. When the addition was completed the mixture was stirred at room temperature for 4 hours. Then 1445 ml. of water was added and stirring was continued for 30 minutes. Ethanol was removed in vacuo and the aqueous layer was extracted with chloroform to give 43 g. (91%) of a mixture of two isomers by TL... Reactants: COC(=O)C=1N(C2=CC=C(C=C2C1C)OC)CC1=CC=C(C=C1)Cl (1-(4-chlorobenzyl)-3-methyl-5-methoxy-1H-indole-2-carboxylate methyl ester), [H-].C(C(C)C)[Al+]CC(C)C (Diisobutyl aluminum hydride). Run in C1CCOC1 (THF), C1CCOC1 (THF). Run at time 16 hour. The product is ClC1=CC=C(CN2C(=C(C3=CC(=CC=C23)OC)C)CO)C=C1 (1-(4-chlorobenzyl)-3-methyl-5-methoxy-1H-indole-2-methanol). The yield is 95.8%. RXN SMILES: C[O:2][C:3]([C:5]1[N:6]([CH2:17][C:18]2[CH:23]=[CH:22][C:21]([Cl:24])=[CH:20][CH:19]=2)[C:7]2[C:12]([C:13]=1[CH3:14])=[CH:11][C:10]([O:15][CH3:16])=[CH:9][CH:8]=2)=O.[H-].C([Al+]CC(C)C)C(C)C>C1COCC1>[Cl:24][C:21]1[CH:22]=[CH:23][C:18]([CH2:17][N:6]2[C:7]3[C:12](=[CH:11][C:10]([O:15][CH3:16])=[CH:9][CH:8]=3)[C:13]([CH3:14])=[C:5]2[CH2:3][OH:2])=[CH:19][CH:20]=1 |f:1.2|. Procedure: 1.50 g 1-(4-chlorobenzyl)-3-methyl-5-methoxy-1H-indole-2-carboxylate methyl ester was dissolved in 50 ml dry THF. Diisobutyl aluminum hydride (1.5M) in THF (2 equivalents) was added at -78° C. The reaction was stirred for 16 hrs., allowed to reach room temperature and quenched with NH4Cl (aq.). The organic phase was separated, dried (Na2SO4) and evaporated to produce 1.32 g of product which was purified on column chromatography to yield the title compound of Step 2. Reactants: [H][H] (hydrogen), product, O (water), [N+](=O)([O-])C1=CC=C(CC2=CC=C(C=C2)CCCCCCC2=CC=C(C=C2)CC2=CC=C(C=C2)[N+](=O)[O-])C=C1 (1,6-bis(4-(4-nitrobenzyl)phenyl)hexane). Reagents/catalysts: [Pd] (Pd-C). Run in O1CCCC1 (tetrahydrofuran). The product is NC1=CC=C(CC2=CC=C(C=C2)CCCCCCC2=CC=C(C=C2)CC2=CC=C(C=C2)N)C=C1 (1,6-bis(4-(4-aminobenzyl)phenyl)hexane). Yield: 84.5%. As a reaction SMILES: O.[N+:2]([C:5]1[CH:39]=[CH:38][C:8]([CH2:9][C:10]2[CH:15]=[CH:14][C:13]([CH2:16][CH2:17][CH2:18][CH2:19][CH2:20][CH2:21][C:22]3[CH:27]=[CH:26][C:25]([CH2:28][C:29]4[CH:34]=[CH:33][C:32]([N+:35]([O-])=O)=[CH:31][CH:30]=4)=[CH:24][CH:23]=3)=[CH:12][CH:11]=2)=[CH:7][CH:6]=1)([O-])=O.[H][H]>[Pd].O1CCCC1>[NH2:2][C:5]1[CH:6]=[CH:7][C:8]([CH2:9][C:10]2[CH:11]=[CH:12][C:13]([CH2:16][CH2:17][CH2:18][CH2:19][CH2:20][CH2:21][C:22]3[CH:27]=[CH:26][C:25]([CH2:28][C:29]4[CH:30]=[CH:31][C:32]([NH2:35])=[CH:33][CH:34]=4)=[CH:24][CH:23]=3)=[CH:14][CH:15]=2)=[CH:38][CH:39]=1. Reported procedure: In a 1-liter three-necked flask equipped with a stirring device and a nitrogen substituting device, 3.5 g of a Pd-C catalyst (a 5% product, containing 55.9% of water) and a solution of 35.0 g of 1,6-bis(4-(4-nitrobenzyl)phenyl)hexane in 200 milliliters of tetrahydrofuran were introduced, and contacted with hydrogen gas at a normal pressure with stirring. After hydrogen absorption was stopped, the catalyst was filtered off and the solution was concentrated. Crystals were dissolved in chloroform, ... Reactants: O[C@H](CNC([C@H]1N(CCC1)C(C)(C)C)=O)[C@H](CC1=CC=CC=C1)NC([C@@H](NC(=O)C1=NC2=CC=CC=C2C=C1)CC(N)=O)=O (N -[2(R)-hydroxy-4-phenyl-3(S)-[[N-(2-quinolylcarbonyl)-L-asparaginyl]amino]butyl]-N1 -tert.butyl-L-prolinamide), ClC1=CC(=CC=C1)C(=O)OO (3-chloroperbenzoic acid). The solvent is ClCCl (dichloromethane). Product: C(C)(C)(C)N1[C@H](C(=O)[NH+](C[C@H]([C@H](CC2=CC=CC=C2)NC([C@@H](NC(=O)C2=NC3=CC=CC=C3C=C2)CC(N)=O)=O)O)[O-])CCC1 (N1 -tert.butyl-N2 -[2(R)-hydroxy-4-phenyl-3(S)-[[N-(2-quinolylcarbonyl)-L-asparaginyl]amino]-butyl]L-prolinamide N2 -oxide). Isolated yield 66.7%. As a reaction SMILES: [OH:1][C@@H:2]([C@@H:16]([NH:24][C:25](=[O:44])[C@H:26]([CH2:40][C:41](=[O:43])[NH2:42])[NH:27][C:28]([C:30]1[CH:39]=[CH:38][C:37]2[C:32](=[CH:33][CH:34]=[CH:35][CH:36]=2)[N:31]=1)=[O:29])[CH2:17][C:18]1[CH:23]=[CH:22][CH:21]=[CH:20][CH:19]=1)[CH2:3][NH:4][C:5](=[O:15])[C@@H:6]1[CH2:10][CH2:9][CH2:8][N:7]1[C:11]([CH3:14])([CH3:13])[CH3:12].ClC1C=CC=C(C(OO)=[O:53])C=1>ClCCl>[C:11]([N:7]1[CH2:8][CH2:9][CH2:10][C@H:6]1[C:5]([NH+:4]([O-:53])[CH2:3][C@@H:2]([OH:1])[C@@H:16]([NH:24][C:25](=[O:44])[C@H:26]([CH2:40][C:41](=[O:43])[NH2:42])[NH:27][C:28]([C:30]1[CH:39]=[CH:38][C:37]2[C:32](=[CH:33][CH:34]=[CH:35][CH:36]=2)[N:31]=1)=[O:29])[CH2:17][C:18]1[CH:23]=[CH:22][CH:21]=[CH:20][CH:19]=1)=[O:15])([CH3:12])([CH3:14])[CH3:13]. Procedure details: A solution of 0.422 g of N -[2(R)-hydroxy-4-phenyl-3(S)-[[N-(2-quinolylcarbonyl)-L-asparaginyl]amino]butyl]-N1 -tert.butyl-L-prolinamide and 142 mg of 3-chloroperbenzoic acid in 10 ml of dichloromethane was stirred at 20° C. for 1 hour. The solvent was then removed by evaporation and the residue was chromatographed on silica gel using dichloromethane/methanol (9:1) for theelution to give 289 mg of N1 -tert.butyl-N2 -[2(R)-hydroxy-4-phenyl-3(S)-[[N-(2-quinolylcarbonyl)-L-asparaginyl]amino]-butyl]... The reactants are C(C1=CC=CC=C1)(=O)O (benzoic acid), N1CCCCC1 (piperidine). Run in CC(=O)C (acetone). Yields the product N1CCCCC1.C(C1=CC=CC=C1)(=O)O (benzoic acid piperidine salt). Isolated yield 89.9%. Reaction SMILES: [C:1]([OH:9])(=[O:8])[C:2]1[CH:7]=[CH:6][CH:5]=[CH:4][CH:3]=1.[NH:10]1[CH2:15][CH2:14][CH2:13][CH2:12][CH2:11]1>CC(C)=O>[NH:10]1[CH2:15][CH2:14][CH2:13][CH2:12][CH2:11]1.[C:1]([OH:9])(=[O:8])[C:2]1[CH:7]=[CH:6][CH:5]=[CH:4][CH:3]=1 |f:3.4|. Procedure details: To a solution of 12.2 g (0.1 mol) of benzoic acid dissolved in 100 ml of acetone, 8.5 g (0.1 mol) of piperidine was added dropwise. The crystals precipitated were filtered, and then dried, and benzoic acid piperidine salt (molar ratio 1:1) of white crystals was obtained in an amount of 18.6 g (yield 89.9%). Reactants: Cc1ccc(C(=O)NC2CC2)cc1-n1cnc2ccc(OC3CCN(C(=O)OC(C)(C)C)C3)cc2c1=O, Cl, C1COCCO1. Product: Cc1ccc(C(=O)NC2CC2)cc1-n1cnc2ccc(OC3CCNC3)cc2c1=O. Reaction SMILES: [CH:1]1([NH:4][C:5](=[O:6])[c:7]2[cH:8][cH:9][c:10]([CH3:37])[c:11](-[n:13]3[cH:14][n:15][c:16]4[cH:17][cH:18][c:19]([O:24][CH:25]5[CH2:26][N:27]([C:30]([O:31][C:32]([CH3:33])([CH3:34])[CH3:35])=[O:36])[CH2:28][CH2:29]5)[cH:20][c:21]4[c:22]3=[O:23])[cH:12]2)[CH2:2][CH2:3]1.[ClH:38].[O:39]1[CH2:40][CH2:41][O:42][CH2:43][CH2:44]1>>[CH:1]1([NH:4][C:5](=[O:6])[c:7]2[cH:8][cH:9][c:10]([CH3:37])[c:11](-[n:13]3[cH:14][n:15][c:16]4[cH:17][cH:18][c:19]([O:24][CH:25]5[CH2:26][NH:27][CH2:28][CH2:29]5)[cH:20][c:21]4[c:22]3=[O:23])[cH:12]2)[CH2:2][CH2:3]1.